Dataset: the Open Reaction Database (ORD), a public repository of structured organic reaction records. Task: describe an organic reaction: reactants, conditions, products, and yield The reactants are [Si](C)(C)(C(C)(C)C)O[C@H](C(=O)OC)COCC ((S)-methyl 2-(tert-butyldimethylsilyloxy)-3-ethoxypropanoate), C(CC(O)(C(=O)O)CC(=O)O)(=O)O (citric acid), C[Al](C)C (trimethylaluminium), CC=1C=CC(=NC1)N (5-methylpyridin-2-amine). Solvent: C1(=CC=CC=C1)C (toluene), O (water), C1(=CC=CC=C1)C (toluene). Run at temperature 0 celsius, time 15 minute. Yields the product [Si](C)(C)(C(C)(C)C)O[C@H](C(=O)NC1=NC=C(C=C1)C)COCC ((2S)-2-(tert-butyl-dimethylsilyl)oxy-3-ethoxy-N-(5-methylpyridin-2-yl)propanamide). Isolated yield 65.1%. As a reaction SMILES: C[Al](C)C.[CH3:5][C:6]1[CH:7]=[CH:8][C:9]([NH2:12])=[N:10][CH:11]=1.[Si:13]([O:20][C@@H:21]([CH2:26][O:27][CH2:28][CH3:29])[C:22](OC)=[O:23])([C:16]([CH3:19])([CH3:18])[CH3:17])([CH3:15])[CH3:14].C(O)(=O)CC(CC(O)=O)(C(O)=O)O>C1(C)C=CC=CC=1.O>[Si:13]([O:20][C@@H:21]([CH2:26][O:27][CH2:28][CH3:29])[C:22]([NH:12][C:9]1[CH:8]=[CH:7][C:6]([CH3:5])=[CH:11][N:10]=1)=[O:23])([C:16]([CH3:19])([CH3:18])[CH3:17])([CH3:15])[CH3:14]. Procedure: A solution of trimethylaluminium (2M in hexane, 2.75 mL, 5.49 mmol) was added dropwise to a stirred solution of 5-methylpyridin-2-amine (0.594 g, 5.49 mmol) in toluene (10 mL) cooled to 0° C., over a period of 5 minutes under nitrogen. The resulting solution was stirred for 15 minutes. A solution of (S)-methyl 2-(tert-butyldimethylsilyloxy)-3-ethoxypropanoate (Intermediate G3) (1.31 g, 4.99 mmol) in toluene (5 mL) was added dropwise over a period of 2 minutes. The resulting solution was allowed ... Starting materials: [Li]CCCC, CCS(=O)(=O)OC(C)C, Cl, C1CCOC1, CCOP(=O)(Cl)OCC. Product: CCOP(=O)(OCC)C(C)S(=O)(=O)OC(C)C. As a reaction SMILES: [CH2:10]([Li:11])[CH2:12][CH2:13][CH3:14].[CH:1]([CH3:2])([CH3:3])[O:4][S:5](=[O:6])(=[O:7])[CH2:8][CH3:9].[ClH:24].[O:25]1[CH2:26][CH2:27][CH2:28][CH2:29]1.[P:15](=[O:16])([O:17][CH2:18][CH3:19])([O:20][CH2:21][CH3:22])[Cl:23]>>[CH:1]([CH3:2])([CH3:3])[O:4][S:5](=[O:6])(=[O:7])[CH:8]([CH3:9])[P:15](=[O:16])([O:17][CH2:18][CH3:19])[O:20][CH2:21][CH3:22]. Reagents/catalysts: [Cl-].[Zn+2].[Cl-] (zinc chloride). Run at time 8 hour. Procedure details: A 1 liter flask equipped with an argon inlet was charged with crude (2,2-dichloro-1-methoxy-vinyloxy)-trimethylsilane (129.1 g, approximately 0.389 mol) and anhydrous dichloromethane (100 ml). To the resulting solution was added 1-bromoadamantane (75.2 g, 0.349 mol) and anhydrous zinc chloride (6.56 g, 48 mmol). The resulting mixture was allowed to stir at room temperature overnight. The resulting red-brown mixture was diluted with heptane (600 ml) and water (300 ml). The organic layer was separ... As a reaction SMILES: [Cl:1][C:2]([Cl:11])=[C:3]([O:9][CH3:10])[O:4][Si](C)(C)C.ClCCl.Br[C:16]12[CH2:25][CH:20]3[CH2:21][CH:22]([CH2:24][CH:18]([CH2:19]3)[CH2:17]1)[CH2:23]2.CO>CCCCCCC.O.[Cl-].[Zn+2].[Cl-]>[CH3:10][O:9][C:3](=[O:4])[C:2]([C:16]12[CH2:25][CH:20]3[CH2:21][CH:22]([CH2:24][CH:18]([CH2:19]3)[CH2:17]1)[CH2:23]2)([Cl:11])[Cl:1] |f:6.7.8|. Yields the product COC(C(Cl)(Cl)C12CC3CC(CC(C1)C3)C2)=O (adamantan-1-yl-dichloro-acetic acid methyl ester). Starting materials: BrC12CC3CC(CC(C1)C3)C2 (1-bromoadamantane), CO (methanol), ClC(=C(O[Si](C)(C)C)OC)Cl ((2,2-dichloro-1-methoxy-vinyloxy)-trimethylsilane), ClCCl (dichloromethane). Solvent: CCCCCCC (heptane), O (water). Reactants: C[O-].[Na+] (sodium methoxide), ClC1=NC(=C(C(=C1C#N)N1CCCCC1)C#N)SCC=1N=C(SC1)C1=CC=C(C=C1)Cl (2-Chloro-6-({[2-(4-chlorophenyl)-1,3-thiazol-4-yl]methyl}thio)-4-(piperidin-1-yl)pyridine-3,5-di-carbonitrile), O (water). Solvent: CO (methanol). Run at time 20 hour. The product is ClC1=CC=C(C=C1)C=1SC=C(N1)CSC1=NC(=C(C(=C1C#N)N1CCCCC1)C#N)OC (2-({[2-(4-Chlorophenyl)-1,3-thiazol-4-yl]methyl}thio)-6-methoxy-4-(piperidin-1-yl)pyridine-3,5-dicarbonitrile). Reaction SMILES: Cl[C:2]1[C:7]([C:8]#[N:9])=[C:6]([N:10]2[CH2:15][CH2:14][CH2:13][CH2:12][CH2:11]2)[C:5]([C:16]#[N:17])=[C:4]([S:18][CH2:19][C:20]2[N:21]=[C:22]([C:25]3[CH:30]=[CH:29][C:28]([Cl:31])=[CH:27][CH:26]=3)[S:23][CH:24]=2)[N:3]=1.[CH3:32][O-:33].[Na+].O>CO>[Cl:31][C:28]1[CH:29]=[CH:30][C:25]([C:22]2[S:23][CH:24]=[C:20]([CH2:19][S:18][C:4]3[C:5]([C:16]#[N:17])=[C:6]([N:10]4[CH2:15][CH2:14][CH2:13][CH2:12][CH2:11]4)[C:7]([C:8]#[N:9])=[C:2]([O:33][CH3:32])[N:3]=3)[N:21]=2)=[CH:26][CH:27]=1 |f:1.2|. Reported procedure: 100.0 mg (0.21 mmol) of the compound from Example 4A are initially charged in 2 ml of dry methanol. 12.2 mg (0.23 mmol) of sodium methoxide are added to this solution, and the mixture is stirred at +65° C. for 20 h. After cooling to RT the reaction mixture is stirred into 2 ml of water and stirred at RT for 1 h. The precipitate that is formed is filtered off with suction and washed with 1 ml of cold water. Purification is carried out by preparative HPLC (column: YMC GEL ODS-AQ S-5, 15 μm; mobile...